This data is from the Open Reaction Database (ORD), a public repository of structured organic reaction records. The task is: describe an organic reaction: reactants, conditions, products, and yield Starting materials: Cl (HCl), O=C(CCCNC(OC(C)(C)C)=O)CCC=C (tert-butyl 4-oxooct-7-enylcarbamate), C(C)(=O)[O-].C[NH3+] (methylammonium acetate), C(C)(C)(C)[N+]#[C-] (tert-butyl isocyanide), FC(CO)(F)F (2,2,2-trifluoroethanol). The solvent is C(C)(=O)OCC (Ethyl acetate). Run at time 5 day. The product is C(C)(C)(C)NC(=O)C(CCCNC(OC(C)(C)C)=O)(CCC=C)N(C(C)=O)C (tert-butyl 4-(tert-butylcarbamoyl)-4-(N-methylacetamido)oct-7-enylcarbamate). Isolated yield 26.0%. Reaction SMILES: O=[C:2]([CH2:14][CH2:15][CH:16]=[CH2:17])[CH2:3][CH2:4][CH2:5][NH:6][C:7](=[O:13])[O:8][C:9]([CH3:12])([CH3:11])[CH3:10].[C:18]([O-:21])(=O)[CH3:19].[CH3:22][NH3+:23].[C:24]([N+:28]#[C-])([CH3:27])([CH3:26])[CH3:25].Cl.FC(F)(F)[CH2:33][OH:34]>C(OCC)(=O)C>[C:24]([NH:28][C:33]([C:2]([N:23]([CH3:22])[C:18](=[O:21])[CH3:19])([CH2:14][CH2:15][CH:16]=[CH2:17])[CH2:3][CH2:4][CH2:5][NH:6][C:7](=[O:13])[O:8][C:9]([CH3:12])([CH3:11])[CH3:10])=[O:34])([CH3:25])([CH3:26])[CH3:27] |f:1.2|. Reported procedure: A solution of tert-butyl 4-oxooct-7-enylcarbamate (300 mg; 1.24 mmol), methylammonium acetate (680 mg, 7.46 mmol) in 2,2,2-trifluoroethanol (2 mL) was treated with tert-butyl isocyanide (0.56 mL, 5.0 mmol) and stirred at room temperature for 5 days. Ethyl acetate (5 mL) and 2 M aq HCl (2 mL) were added and the solution was vigorously stirred for 3 additional hrs. The phases were separated and the organic phase was washed successively with water and sat'd aq sodium chloride, dried over MgSO4, fil... Reactants: C(C)(C)(C)OC(CC(C(C(C(C(C(COCC1=CC=CC=C1)C)OC(=O)OCC(Cl)(Cl)Cl)C)=O)(C)C)O)=O (9-Benzyloxy-3-hydroxy-4,4,6,8-tetramethyl-5-oxo-7-(2,2,2-trichloroethoxycarbonyloxy)-nonanoic acid tert-butyl ester), N1C=NC=C1 (imidazole), [Si](CC)(CC)(CC)Cl (TESCl). The solvent is C(=O)(O)[O-].[Na+] (NaHCO3), CN(C)C=O (DMF). Conditions: time 3 hour. The product is C(C)(C)(C)OC(CC(C(C(C(C(C(COCC1=CC=CC=C1)C)OC(=O)OCC(Cl)(Cl)Cl)C)=O)(C)C)O[Si](CC)(CC)CC)=O (9-Benzyloxy-4,4,6,8-tetramethyl-5-oxo-7-(2,2,2-trichloroethoxycarbonyloxy)-3-(triethylsilanyloxy)-nonanoic acid tert-butyl ester). Isolated yield 510.4%. As a reaction SMILES: [C:1]([O:5][C:6](=[O:38])[CH2:7][CH:8]([OH:37])[C:9]([CH3:36])([CH3:35])[C:10](=[O:34])[CH:11]([CH3:33])[CH:12]([O:24][C:25]([O:27][CH2:28][C:29]([Cl:32])([Cl:31])[Cl:30])=[O:26])[CH:13]([CH3:23])[CH2:14][O:15][CH2:16][C:17]1[CH:22]=[CH:21][CH:20]=[CH:19][CH:18]=1)([CH3:4])([CH3:3])[CH3:2].N1C=CN=C1.[Si:44](Cl)([CH2:49][CH3:50])([CH2:47][CH3:48])[CH2:45][CH3:46]>CN(C=O)C.C([O-])(O)=O.[Na+]>[C:1]([O:5][C:6](=[O:38])[CH2:7][CH:8]([O:37][Si:44]([CH2:49][CH3:50])([CH2:47][CH3:48])[CH2:45][CH3:46])[C:9]([CH3:36])([CH3:35])[C:10](=[O:34])[CH:11]([CH3:33])[CH:12]([O:24][C:25]([O:27][CH2:28][C:29]([Cl:30])([Cl:32])[Cl:31])=[O:26])[CH:13]([CH3:23])[CH2:14][O:15][CH2:16][C:17]1[CH:18]=[CH:19][CH:20]=[CH:21][CH:22]=1)([CH3:3])([CH3:2])[CH3:4] |f:4.5|. Reported procedure: To a solution of 70 (37.6 mg, 6.3 μmol) and imidazole (9.4 mg, 13.8 μmol) in DMF (0.4 mL) at 0° C. was added TESCl (11.6 μL, 69.3 μmol). After 3 h, the mixture was diluted with sat aq NaHCO3. The aqueous layer was extracted three times with hexanes. The combined organic extracts were washed with brine, dried over MgSO4 and concentrated under reduced pressure. The crude product was purified by flash chromatography (gradient hexane to hexane/EtOAc 93:7) to yield, in order of elution, 71 (22.9 mg, ... Starting materials: Cl (hydrochloric acid), OC1=C(C=C(C=O)C=C1)OC (4-hydroxy-3-methoxybenzaldehyde), ClCC(=O)O (chloroacetic acid), [OH-].[K+] (potassium hydroxide). The solvent is O (water). The product is C(=O)C1=CC(=C(OCC(=O)O)C=C1)OC (4-Formyl-2-methoxyphenoxyacetic acid). Yield: 57.0%. Reaction SMILES: [OH:1][C:2]1[CH:9]=[CH:8][C:5]([CH:6]=[O:7])=[CH:4][C:3]=1[O:10][CH3:11].Cl[CH2:13][C:14]([OH:16])=[O:15].[OH-].[K+].Cl>O>[CH:6]([C:5]1[CH:8]=[CH:9][C:2]([O:1][CH2:13][C:14]([OH:16])=[O:15])=[C:3]([O:10][CH3:11])[CH:4]=1)=[O:7] |f:2.3|. Procedure: A solution of 30.4 g of 4-hydroxy-3-methoxybenzaldehyde, 31.2 g of chloroacetic acid and 34 g of potassium hydroxide in 300 ml of water was refluxed for 7 hours. After cooling, hydrochloric acid was added and the precipitate was filtered off and dried. Yield 57%. Starting materials: CC(C)COc1cc(Br)ccc1C(=O)O, O=C([O-])[O-], CN(C)C=O, CI, [K+], [K+]. Product: COC(=O)c1ccc(Br)cc1OCC(C)C. Reaction SMILES: [Br:1][c:2]1[cH:3][c:4]([O:11][CH2:12][CH:13]([CH3:14])[CH3:15])[c:5]([C:6](=[O:7])[OH:8])[cH:9][cH:10]1.[C:16](=[O:17])([O-:18])[O-:19].[CH3:24][N:25]([CH3:26])[CH:27]=[O:28].[I:22][CH3:23].[K+:20].[K+:21]>>[Br:1][c:2]1[cH:3][c:4]([O:11][CH2:12][CH:13]([CH3:14])[CH3:15])[c:5]([C:6](=[O:7])[O:8][CH3:16])[cH:9][cH:10]1. The reactants are C(=O)(O)[O-].[Na+] (NaHCO3), C(C)(=O)OC1=CC=C(C(=O)O)C=C1 (4-(Acetyloxy)benzoic acid), ClCCl (dichloromethane), C(=O)(O)[O-].[Na+] (NaHCO3), Cl.C(C1=CC=CC=C1)ON (O-benzylhydroxylamine hydrochloride). Run in O1CCCC1 (tetrahydrofuran), CN(C=O)C (dimethylformamide). Run at time 30 minute. The product is C(C)(=O)OC1=CC=C(C=C1)C(=O)NOCC1=CC=CC=C1 (4-{[(Benzyloxy)amino]carbonyl}phenyl acetate). Yield: 90.2%. RXN SMILES: [C:1]([O:4][C:5]1[CH:13]=[CH:12][C:8]([C:9]([OH:11])=O)=[CH:7][CH:6]=1)(=[O:3])[CH3:2].ClCCl.C([O-])(O)=O.[Na+].Cl.[CH2:23]([O:30][NH2:31])[C:24]1[CH:29]=[CH:28][CH:27]=[CH:26][CH:25]=1>CN(C)C=O.O1CCCC1>[C:1]([O:4][C:5]1[CH:6]=[CH:7][C:8]([C:9]([NH:31][O:30][CH2:23][C:24]2[CH:29]=[CH:28][CH:27]=[CH:26][CH:25]=2)=[O:11])=[CH:12][CH:13]=1)(=[O:3])[CH3:2] |f:2.3,4.5|. Procedure: To a suspension of 4-(acetyloxy)benzoic acid (17) (10.0 g, 55.5 mmol) in dichloromethane (200 ml) oxalyl chloride (15 ml, 172 mmol) and dimethylformamide (0.1 ml) were added. The reaction mixture was stirred at ambient temperature for 30 minutes and at reflux temperature for 1 hour. The volatiles were evaporated in vacuo, the residue was dissolved in benzene (100 ml) and the solvent was evaporated again. The procedure was repeated several times until the poignant smell disappeared after drying i... Reactants: COC1=CC=C2C(=CNC2=C1)C(=O)C1=CC(=C(C(=C1)OC)OC)OC ((6-Methoxy-1H-indol-3-yl)(3,4,5-trimethoxyphenyl)methanone), CS(=O)(=O)OCC1(COC(OC1)(C)C)NC(=O)OC(C)(C)C ((5-(tert-Butoxycarbonylamino)-2,2-dimethyl-1,3-dioxan-5-yl)methyl methanesulfonate). Run in CN(C)C=O (DMF), CCOCC (Et2O). Conditions: time 1 hour. Yields the product COC1=CC=C2C(=CN(C2=C1)CC1(COC(OC1)(C)C)NC(OC(C)(C)C)=O)C(C1=CC(=C(C(=C1)OC)OC)OC)=O (tert-Butyl 5-((6-methoxy-3-(3,4,5-trimethoxybenzoyl)-1H-indol-1-yl)methyl)-2,2-dimethyl-1,3-dioxan-5-ylcarbamate). Isolated yield 37.4%. As a reaction SMILES: [CH3:1][O:2][C:3]1[CH:11]=[C:10]2[C:6]([C:7]([C:12]([C:14]3[CH:19]=[C:18]([O:20][CH3:21])[C:17]([O:22][CH3:23])=[C:16]([O:24][CH3:25])[CH:15]=3)=[O:13])=[CH:8][NH:9]2)=[CH:5][CH:4]=1.CS(O[CH2:31][C:32]1([NH:40][C:41]([O:43][C:44]([CH3:47])([CH3:46])[CH3:45])=[O:42])[CH2:37][O:36][C:35]([CH3:39])([CH3:38])[O:34][CH2:33]1)(=O)=O>CN(C=O)C.CCOCC>[CH3:1][O:2][C:3]1[CH:11]=[C:10]2[C:6]([C:7]([C:12](=[O:13])[C:14]3[CH:19]=[C:18]([O:20][CH3:21])[C:17]([O:22][CH3:23])=[C:16]([O:24][CH3:25])[CH:15]=3)=[CH:8][N:9]2[CH2:31][C:32]2([NH:40][C:41](=[O:42])[O:43][C:44]([CH3:47])([CH3:46])[CH3:45])[CH2:37][O:36][C:35]([CH3:38])([CH3:39])[O:34][CH2:33]2)=[CH:5][CH:4]=1. Procedure: To a solution of the product of Example 13, Step B (0.11 g; 0.32 mmol) in anhydrous DMF (0.6 ml) 60% NaH in mineral oil (0.02 g; 0.5 mmol) was added and the mixture was stirred for 1 h at room temperature under N2. To it, a product of Step A (0.13 g; 0.383 mmol) was added and the resulting mixture was stirred for 3 days at ˜55° C. under N2, cooled to room temperature and diluted to 15 ml with Et2O, washed with H2O, brine, dried over anhydrous MgSO4 and filtered. The filtrate was evaporated to dr...